From a dataset of the Open Reaction Database (ORD), a public repository of structured organic reaction records. describe an organic reaction: reactants, conditions, products, and yield Reactants: C(C)C(CN)CCCC (2-Ethylhexylamine), C(C1=CN=CC=C1)(=O)O (Nicotinic acid), C=1(C(=CC=CC1)C)C (xylene), C=1(C(=CC=CC1)C)C (xylene). Solvent: O (water). Conditions: temperature 210 celsius. Product: C(C)C(CC1=C(C(=O)N)C=CC=N1)CCCC (2-Ethylhexylnicotinamide). As a reaction SMILES: [C:1]([OH:9])(=O)[C:2]1[CH:7]=[CH:6][CH:5]=[N:4][CH:3]=1.[C:10]1([CH3:17])[C:11]([CH3:16])=[CH:12][CH:13]=[CH:14][CH:15]=1.C(C(CCCC)C[NH2:22])C>O>[CH2:11]([CH:10]([CH2:15][CH2:14][CH2:13][CH3:12])[CH2:17][C:3]1[N:4]=[CH:5][CH:6]=[CH:7][C:2]=1[C:1]([NH2:22])=[O:9])[CH3:16]. Reported procedure: Nicotinic acid (75 g, 0.61 mmoles) and 20 g of xylene were charged to a reactor that is equipped with a sub-surface nitrogen flow, a Dean-Stark trap filled with 20 g of xylene, and a mechanical stirrer. 2-Ethylhexylamine (86.2 g, 0.67 moles) was added to this mixture dropwise. The mixture was heated to up to 210° C. and held until about 9 mL of water collected in the Dean-Stark trap. The mixture was then vacuum stripped to provide a dark residue that contained about 12.1% nitrogen and had infra-...